This data is from the Open Reaction Database (ORD), a public repository of structured organic reaction records. The task is: describe an organic reaction: reactants, conditions, products, and yield Starting materials: C(C)NC1=NC2=CC=C(C=C2C=C1CO)C ((2-(ethylamino)-6-methylquinolin-3-yl)methanol), C(C)NC1=NC2=CC=C(C=C2C=C1CO)C ((2-(Ethylamino)-6-methylquinolin-3-yl)methanol), S(=O)(Cl)Cl (thionyl chloride). The solvent is C(Cl)Cl (CH2Cl2). Run at time 2 hour. Product: Cl.ClCC=1C(=NC2=CC=C(C=C2C1)C)NCC (3-(Chloromethyl)-N-ethyl-6-methylquinolin-2-amine hydrochloride). The yield is 90.0%. RXN SMILES: [CH2:1]([NH:3][C:4]1[C:13]([CH2:14]O)=[CH:12][C:11]2[C:6](=[CH:7][CH:8]=[C:9]([CH3:16])[CH:10]=2)[N:5]=1)[CH3:2].S(Cl)([Cl:19])=O>C(Cl)Cl>[ClH:19].[Cl:19][CH2:14][C:13]1[C:4]([NH:3][CH2:1][CH3:2])=[N:5][C:6]2[C:11]([CH:12]=1)=[CH:10][C:9]([CH3:16])=[CH:8][CH:7]=2 |f:3.4|. Reported procedure: To a solution of (2-(ethylamino)-6-methylquinolin-3-yl)methanol RBO 35160 (460 mg, 2.13 mmol) in CH2Cl2 (30 mL) in a round-bottomed flask equipped with a magnetic stirrer was added thionyl chloride (1.55 mL, 21.3 mmol). The mixture was stirred for 2 h at RT, evaporated under vacuum at 45° C., coevaporated twice with CH2Cl2 to remove SOCl2 to afford 3-(chloromethyl)-N-ethyl-6-methylquinolin-2-amine hydrochloride RBO 35162 as a yellow solid (520 mg, 90% yield). Starting materials: C1(=CC=CC=C1)N(C1=CC=C(C=O)C=C1)C1=CC=CC=C1 (4-diphenylaminobenzaldehyde), P(OC(C1=CC=C(C=C1)OC)(CC)CC)([O-])=O (diethyl-4-methoxybenzyl phosphonate), CN(C=O)C (dimethylformamide), C[O-].[Na+] (sodium methylate). Run in O (water), C(C)(=O)O (acetic acid). Run at time 15 minute. Yields the product C1(=CC=CC=C1)N(C1=CC=C(C=C1)C=CC1=CC=C(C=C1)OC)C1=CC=CC=C1 (4-diphenylamino-4'-methoxystilbene). The yield is 61.2%. RXN SMILES: [C:1]1([N:7]([C:16]2[CH:21]=[CH:20][CH:19]=[CH:18][CH:17]=2)[C:8]2[CH:15]=[CH:14][C:11](C=O)=[CH:10][CH:9]=2)[CH:6]=[CH:5][CH:4]=[CH:3][CH:2]=1.P(=O)([O-])O[C:24](CC)([CH2:33]C)[C:25]1[CH:30]=[CH:29][C:28]([O:31][CH3:32])=[CH:27][CH:26]=1.CN(C)C=O.C[O-].[Na+]>O.C(O)(=O)C>[C:16]1([N:7]([C:1]2[CH:6]=[CH:5][CH:4]=[CH:3][CH:2]=2)[C:8]2[CH:9]=[CH:10][C:11]([CH:33]=[CH:24][C:25]3[CH:30]=[CH:29][C:28]([O:31][CH3:32])=[CH:27][CH:26]=3)=[CH:14][CH:15]=2)[CH:21]=[CH:20][CH:19]=[CH:18][CH:17]=1 |f:3.4|. Procedure details: A mixture of 54.6 g (0.2 mol) of 4-diphenylaminobenzaldehyde, 51.6 g (0.2 mol) of diethyl-4-methoxybenzyl phosphonate, and 250 ml of dimethylformamide was placed in a 500 ml four-neck flask. 57.9 g of 28% sodium methylate was added dropwise to the above mixture with stirring at room temperature over a period of 15 minutes. Thus, the reaction was carried out at 50° to 60° C. for five hours. The thus obtained reaction mixture was diluted with 500 ml of water, and then made acid with the addition o... Starting materials: BrC=1C2=CC=CC=C2C(=C2C=CC=CC12)C1=CC2=CC=CC=C2C=C1 (9-Bromo-10-(2-naphthyl)anthracene), BrC1=CC=CC=2C1=CC=C1C=C3C=CC=CC3=CC21 (4-bromobenz[a]anthracene). Product: C1=CC=C(C=2C1=C1C=C3C=CC=CC3=CC1=CC2)C2=CC=CC=1C2=CC=C2C=C3C=CC=CC3=CC12 (4-(benz[a]anthracen-4-yl)benz[a]anthracene). Reaction SMILES: Br[C:2]1[C:3]2[C:8]([C:9]([C:16]3[CH:25]=[CH:24][C:23]4[C:18](=[CH:19][CH:20]=[CH:21][CH:22]=4)[CH:17]=3)=[C:10]3[C:15]=1[CH:14]=[CH:13][CH:12]=[CH:11]3)=[CH:7][CH:6]=[CH:5][CH:4]=2.Br[C:27]1[C:32]2=[CH:33][CH:34]=[C:35]3[C:44](C=C4[C:37](C=CC=C4)=[CH:36]3)=[C:31]2[CH:30]=[CH:29][CH:28]=1>>[CH:13]1[C:12]2=[C:25]3[C:16](=[CH:9][CH:10]=[C:11]2[C:2]([C:3]2[C:8]4=[CH:37][CH:36]=[C:35]5[C:34]([CH:33]=[C:32]6[C:31]([CH:30]=[CH:29][CH:28]=[CH:27]6)=[CH:44]5)=[C:7]4[CH:6]=[CH:5][CH:4]=2)=[CH:15][CH:14]=1)[CH:17]=[C:18]1[C:23]([CH:22]=[CH:21][CH:20]=[CH:19]1)=[CH:24]3. Reported procedure: Preparation analogous to Example 7. 9-Bromo-10-(2-naphthyl)anthracene is replaced by 15.4 g (50 mmol) of 4-bromobenz[a]anthracene. Recrystallisation four times from o-dichlorobenzene (about 15 ml/g); sublimation (p=5×10−5 mbar, T=320° C.). Yield: 16.8 g (37 mmol), 74.0%, purity 99.9% (HPLC), Tg=130.3° C. The reactants are C(C1C(C(C(C(=O)O1)O)O)O)O (D-glucono-δ-lactone), C([C@H]([C@H]([C@@H](C(=O)C(=O)O)O)O)O)O (2-keto-D-gluconic acid), pyranose-2. The product is C([C@H]([C@@H]1C(=C(C(=O)O1)O)O)O)O (D-isoascorbic acid). RXN SMILES: [CH2:1]([OH:12])[CH:2]1[O:8][C:6](=[O:7])[CH:5]([OH:9])[CH:4]([OH:10])[CH:3]1[OH:11].C(O)[C@@H](O)[C@@H](O)[C@H](O)C(C(O)=O)=O>>[CH2:4]([OH:10])[C@@H:3]([OH:11])[C@H:2]1[O:8][C:6](=[O:7])[C:5]([OH:9])=[C:1]1[OH:12]. Reported procedure: The process of claim 6 wherein the D-glucono-δ-lactone is oxidized to 2-keto-D-gluconic acid using the enzyme pyranose-2-oxidase resulting in co-production of D-isoascorbic acid. Starting materials: N1(C=NC=C1)C[C@H](C1=CC=CC=C1)OC1=C(C=2CCCC(C2C=C1)=O)CSC1=C(C(=O)O)C=CC=C1 (2-{[(2-{[(1S)-2-(1H-imidazol-1-yl)-1-phenylethyl]oxy}-5-oxo-5,6,7,8-tetrahydro-1-naphthalenyl)methyl]sulfanyl}benzoic acid), NC[C@H](C)O ((S)-1-amino-2-propanol). The product is O[C@H](CNC(C1=C(C=CC=C1)SCC1=C(C=CC=2C(CCCC12)=O)O[C@H](CN1C=NC=C1)C1=CC=CC=C1)=O)C (N-[(2S)-2-Hydroxypropyl]-2-{[(2-{[(1S)-2-(1H-imidazol-1-yl)-1-phenylethyl]oxy}-5-oxo-5,6,7,8-tetrahydro-1-naphthalenyl)methyl]sulfanyl}benzamide). Isolated yield 66.6%. Reaction SMILES: [N:1]1([CH2:6][C@@H:7]([O:14][C:15]2[CH:24]=[CH:23][C:22]3[C:21](=[O:25])[CH2:20][CH2:19][CH2:18][C:17]=3[C:16]=2[CH2:26][S:27][C:28]2[CH:36]=[CH:35][CH:34]=[CH:33][C:29]=2[C:30]([OH:32])=O)[C:8]2[CH:13]=[CH:12][CH:11]=[CH:10][CH:9]=2)[CH:5]=[CH:4][N:3]=[CH:2]1.[NH2:37][CH2:38][C@@H:39]([OH:41])[CH3:40]>>[OH:41][C@@H:39]([CH3:40])[CH2:38][NH:37][C:30](=[O:32])[C:29]1[CH:33]=[CH:34][CH:35]=[CH:36][C:28]=1[S:27][CH2:26][C:16]1[C:17]2[CH2:18][CH2:19][CH2:20][C:21](=[O:25])[C:22]=2[CH:23]=[CH:24][C:15]=1[O:14][C@@H:7]([C:8]1[CH:13]=[CH:12][CH:11]=[CH:10][CH:9]=1)[CH2:6][N:1]1[CH:5]=[CH:4][N:3]=[CH:2]1. Reported procedure: Using the method in Example 172, 2-{[(2-{[(1S)-2-(1H-imidazol-1-yl)-1-phenylethyl]oxy}-5-oxo-5,6,7,8-tetrahydro-1-naphthalenyl)methyl]sulfanyl}benzoic acid (50 mg, 0.10 mmol, 0.20M in DMF) and (S)-1-amino-2-propanol (23 mg, 0.30 mmol, 0.6M in DMF) were combined to give 37 mg of the desired compound: Low resolution mass spectrum (LC-MS, APCI) m/z 556 [M+H]+. Reactants: ClCCl, C1CCNCC1, CCN=C=NCCCN(C)C, COC1=C(OC)C(=O)C(Cc2ccc(Oc3ccccc3)c(C(=O)O)c2)=C(C)C1=O, Cl, O. Yields the product COC1=C(OC)C(=O)C(Cc2ccc(Oc3ccccc3)c(C(=O)N3CCCCC3)c2)=C(C)C1=O. Reaction SMILES: [CH2:19]([Cl:20])[Cl:21].[CH2:1]1[CH2:2][CH2:3][NH:4][CH2:5][CH2:6]1.[CH2:8]([N:9]=[C:10]=[N:11][CH2:12][CH2:13][CH2:14][N:15]([CH3:16])[CH3:17])[CH3:18].[CH3:22][O:23][C:24]1=[C:29]([O:30][CH3:31])[C:28](=[O:32])[C:27]([CH2:33][c:34]2[cH:35][cH:36][c:37]([O:43][c:44]3[cH:45][cH:46][cH:47][cH:48][cH:49]3)[c:38]([C:39](=[O:40])[OH:41])[cH:42]2)=[C:26]([CH3:50])[C:25]1=[O:51].[ClH:7].[OH2:52]>>[CH2:1]1[CH2:2][CH2:3][N:4]([C:39]([c:38]2[c:37]([O:43][c:44]3[cH:45][cH:46][cH:47][cH:48][cH:49]3)[cH:36][cH:35][c:34]([CH2:33][C:27]3=[C:26]([CH3:50])[C:25](=[O:51])[C:24]([O:23][CH3:22])=[C:29]([O:30][CH3:31])[C:28]3=[O:32])[cH:42]2)=[O:40])[CH2:5][CH2:6]1.